Dataset: the Open Reaction Database (ORD), a public repository of structured organic reaction records. Task: describe an organic reaction: reactants, conditions, products, and yield Reactants: O=C([O-])O, CCCCCc1ccc(=O)[nH]n1, Cc1ccccc1, [Na+], [Na+], [OH-], O, O=P(Br)(Br)Br. Yields the product CCCCCc1ccc(Br)nn1. As a reaction SMILES: [C:20](=[O:21])([O-:22])[OH:23].[CH2:6]([CH2:7][CH2:8][CH2:9][CH3:10])[c:11]1[cH:12][cH:13][c:14](=[O:17])[nH:15][n:16]1.[CH3:25][c:26]1[cH:27][cH:28][cH:29][cH:30][cH:31]1.[Na+:19].[Na+:24].[OH-:18].[OH2:32].[P:1]([Br:2])([Br:3])([Br:4])=[O:5]>>[Br:3][c:14]1[cH:13][cH:12][c:11]([CH2:6][CH2:7][CH2:8][CH2:9][CH3:10])[n:16][n:15]1. Reactants: O=C(OC1(COC2CCCCO2)CC1)c1ccccc1, CO, Cc1ccc(S(=O)(=O)[O-])cc1, c1cc[nH+]cc1. The product is O=C(OC1(CO)CC1)c1ccccc1. As a reaction SMILES: [C:1]([c:2]1[cH:3][cH:4][cH:5][cH:6][cH:7]1)(=[O:8])[O:9][C:10]1([CH2:13][O:14][CH:15]2[CH2:16][CH2:17][CH2:18][CH2:19][O:20]2)[CH2:11][CH2:12]1.[CH3:38][OH:39].[c:21]1([CH3:22])[cH:23][cH:24][c:25]([S:26]([O-:27])(=[O:28])=[O:29])[cH:30][cH:31]1.[nH+:32]1[cH:33][cH:34][cH:35][cH:36][cH:37]1>>[C:1]([c:2]1[cH:3][cH:4][cH:5][cH:6][cH:7]1)(=[O:8])[O:9][C:10]1([CH2:13][OH:14])[CH2:11][CH2:12]1. Reactants: COC1=CC=C(CN2N=C(C=3C2=NC=CC3OC3=C(C=C(C=C3)N)F)C)C=C1 (4-(1-(4-methoxybenzyl)-3-methyl-1H-pyrazolo[3,4-b]pyridin-4-yloxy)-3-fluorobenzenamine), CN1C(C(=CC=C1)C(=O)O)=O (1-methyl-2-oxo-1,2-dihydropyridine-3-carboxylic acid). Yields the product FC=1C=C(C=CC1OC1=C2C(=NC=C1)NN=C2C)NC(=O)C=2C(N(C=CC2)C)=O (N-(3-fluoro-4-(3-methyl-1H-pyrazolo[3,4-b]pyridin-4-yloxy)phenyl)-1-methyl-2-oxo-1,2-dihydropyridine-3-carboxamide). Isolated yield 99.0%. RXN SMILES: COC1C=CC(C[N:8]2[C:12]3=[N:13][CH:14]=[CH:15][C:16]([O:17][C:18]4[CH:23]=[CH:22][C:21]([NH2:24])=[CH:20][C:19]=4[F:25])=[C:11]3[C:10]([CH3:26])=[N:9]2)=CC=1.[CH3:29][N:30]1[CH:35]=[CH:34][CH:33]=[C:32]([C:36](O)=[O:37])[C:31]1=[O:39]>>[F:25][C:19]1[CH:20]=[C:21]([NH:24][C:36]([C:32]2[C:31](=[O:39])[N:30]([CH3:29])[CH:35]=[CH:34][CH:33]=2)=[O:37])[CH:22]=[CH:23][C:18]=1[O:17][C:16]1[CH:15]=[CH:14][N:13]=[C:12]2[NH:8][N:9]=[C:10]([CH3:26])[C:11]=12. Reported procedure: Prepared by a 2-step process from 3-fluoro-4-(1-(4-methoxybenzyl)-3-methyl-1H-pyrazolo[3,4-b]pyridin-4-yloxy)aniline (prepared according to Example 5, Step D) and 1-methyl-2-oxo-1,2-dihydropyridine-3-carboxylic acid according to the procedure described for Example 21 (Steps A and B). The crude was purified by silica gel flash column chromatography (3% MeOH in CH2Cl2) to afford 16 mg (99%) of the desired product. LRMS (ESI pos) m/e 394.2 (M+1). 1H NMR (400 MHz, CD3OD) δ 8.56 (dd, 1H), 8.26 (d, 1H... The reactants are BrB(Br)Br, ClCCl, COc1ccc(C2CNC(=O)N2c2ccc3[nH]cnc3c2)cc1. Yields the product O=C1NCC(c2ccc(O)cc2)N1c1ccc2[nH]cnc2c1. As a reaction SMILES: [B:24]([Br:25])([Br:26])[Br:27].[Cl:28][CH2:29][Cl:30].[nH:1]1[cH:2][n:3][c:4]2[c:5]1[cH:6][cH:7][c:8]([N:10]1[C:11](=[O:23])[NH:12][CH2:13][CH:14]1[c:15]1[cH:16][cH:17][c:18]([O:21][CH3:22])[cH:19][cH:20]1)[cH:9]2>>[nH:1]1[cH:2][n:3][c:4]2[c:5]1[cH:6][cH:7][c:8]([N:10]1[C:11](=[O:23])[NH:12][CH2:13][CH:14]1[c:15]1[cH:16][cH:17][c:18]([OH:21])[cH:19][cH:20]1)[cH:9]2.